describe an organic reaction: reactants, conditions, products, and yield From a dataset of the Open Reaction Database (ORD), a public repository of structured organic reaction records. The reactants are CC(=O)C=Cc1ccc(Br)s1, CCCC[Sn](CCCC)(CCCC)c1ccnc(SC)n1, CN1CCCC1=O, [I-], O=C(C=Cc1ccccc1)C=Cc1ccccc1, O=C(C=Cc1ccccc1)C=Cc1ccccc1, O=C(C=Cc1ccccc1)C=Cc1ccccc1, [Pd], [Pd], c1ccc([As](c2ccccc2)c2ccccc2)cc1. Product: CSc1nccc(-c2ccc(C=CC(C)=O)s2)n1. Reaction SMILES: [Br:1][c:2]1[cH:3][cH:4][c:5]([CH:7]=[CH:8][C:9]([CH3:10])=[O:11])[s:6]1.[CH3:32][S:33][c:34]1[n:35][cH:36][cH:37][c:38]([Sn:40]([CH2:41][CH2:42][CH2:43][CH3:44])([CH2:45][CH2:46][CH2:47][CH3:48])[CH2:49][CH2:50][CH2:51][CH3:52])[n:39]1.[CH3:53][N:54]1[CH2:55][CH2:56][CH2:57][C:58]1=[O:59].[I-:31].[O:62]=[C:63]([CH:64]=[CH:65][c:66]1[cH:67][cH:68][cH:69][cH:70][cH:71]1)[CH:72]=[CH:73][c:74]1[cH:75][cH:76][cH:77][cH:78][cH:79]1.[O:80]=[C:81]([CH:82]=[CH:83][c:84]1[cH:85][cH:86][cH:87][cH:88][cH:89]1)[CH:90]=[CH:91][c:92]1[cH:93][cH:94][cH:95][cH:96][cH:97]1.[O:98]=[C:99]([CH:100]=[CH:101][c:102]1[cH:103][cH:104][cH:105][cH:106][cH:107]1)[CH:108]=[CH:109][c:110]1[cH:111][cH:112][cH:113][cH:114][cH:115]1.[Pd:60].[Pd:61].[cH:12]1[cH:13][cH:14][c:15]([As:16]([c:17]2[cH:18][cH:19][cH:20][cH:21][cH:22]2)[c:23]2[cH:24][cH:25][cH:26][cH:27][cH:28]2)[cH:29][cH:30]1>>[c:2]1(-[c:38]2[cH:37][cH:36][n:35][c:34]([S:33][CH3:32])[n:39]2)[cH:3][cH:4][c:5]([CH:7]=[CH:8][C:9]([CH3:10])=[O:11])[s:6]1.